Dataset: the Open Reaction Database (ORD), a public repository of structured organic reaction records. Task: describe an organic reaction: reactants, conditions, products, and yield The reactants are CC(C)[Mg+], [Cl-], O=C1Nc2c(cccc2C(F)(F)F)C1=O, Oc1ccc2c(c1)OCO2, C1CCOC1. Product: O=C1Nc2c(C(F)(F)F)cccc2C1(O)c1cc2c(cc1O)OCO2. RXN SMILES: [CH:12]([Mg+:13])([CH3:14])[CH3:15].[Cl-:11].[F:16][C:17]([c:18]1[cH:19][cH:20][cH:21][c:22]2[c:26]1[NH:25][C:24](=[O:27])[C:23]2=[O:28])([F:29])[F:30].[O:1]1[CH2:2][O:3][c:4]2[c:5]1[cH:6][cH:7][c:8]([OH:10])[cH:9]2.[O:31]1[CH2:32][CH2:33][CH2:34][CH2:35]1>>[O:1]1[CH2:2][O:3][c:4]2[c:5]1[cH:6][c:7]([C:23]1([OH:28])[c:22]3[cH:21][cH:20][cH:19][c:18]([C:17]([F:16])([F:29])[F:30])[c:26]3[NH:25][C:24]1=[O:27])[c:8]([OH:10])[cH:9]2. Starting materials: C(C)C1=NOC(=C1C=1NC2=CC=CC=C2C1C(CCC(=O)N(C)C)=O)C (2-(3-ethyl-5-methyl-4-isoxazolyl)-N,N-dimethyl-γ-oxo-indole-3-butanamide). The solvent is C1CCOC1 (THF), C1CCOC1 (THF). Product: C(C)C1=NOC(=C1C=1NC2=CC=CC=C2C1CCCCN(C)C)C (2-(3-ethyl-5-methyl-4-isoxazolyl)-3-(4-dimethylaminobutyl)-indole). RXN SMILES: [CH2:1]([C:3]1[C:7]([C:8]2[NH:9][C:10]3[C:15]([C:16]=2[C:17](=O)[CH2:18][CH2:19][C:20]([N:22]([CH3:24])[CH3:23])=O)=[CH:14][CH:13]=[CH:12][CH:11]=3)=[C:6]([CH3:26])[O:5][N:4]=1)[CH3:2]>C1COCC1>[CH2:1]([C:3]1[C:7]([C:8]2[NH:9][C:10]3[C:15]([C:16]=2[CH2:17][CH2:18][CH2:19][CH2:20][N:22]([CH3:23])[CH3:24])=[CH:14][CH:13]=[CH:12][CH:11]=3)=[C:6]([CH3:26])[O:5][N:4]=1)[CH3:2]. Procedure details: A solution of 5.3 grams (0.015 mole) of 2-(3-ethyl-5-methyl-4-isoxazolyl)-N,N-dimethyl-γ-oxo-indole-3-butanamide in 75 ml dry THF is added dropwise to a refluxing suspension of 1.71 grams (0.045 mole) of LiAlH and 50 ml THF. The mixture is refluxed 2 hours after addition and then cooled and quenched by the addition of ethyl acetate, 2N sodium hydroxide and water. The mixture is filtered and the THF evaporated. The residue is dissolved in CH2Cl2, washed with water, dried over MgSO4, filtered and ... Reactants: C(CCCCCCCCCCCCCCC)OCC(CNC)O (1-hexadecyloxy-3-methylamino-propan-2-ol), C(C)(=O)Cl (acetylchloride), C(Cl)(Cl)Cl (chloroform). Solvent: C(C)N(CC)CC (triethylamine). Run at time 8 hour. Yields the product C(C)(=O)N(CC(COCCCCCCCCCCCCCCCC)O)C (3-(N-acetyl-methylamino)-1-hexadecyloxy-propan-2-ol). Reaction SMILES: [CH2:1]([O:17][CH2:18][CH:19]([OH:23])[CH2:20][NH:21][CH3:22])[CH2:2][CH2:3][CH2:4][CH2:5][CH2:6][CH2:7][CH2:8][CH2:9][CH2:10][CH2:11][CH2:12][CH2:13][CH2:14][CH2:15][CH3:16].C(Cl)(Cl)Cl.[C:28](Cl)(=[O:30])[CH3:29]>C(N(CC)CC)C>[C:28]([N:21]([CH3:22])[CH2:20][CH:19]([OH:23])[CH2:18][O:17][CH2:1][CH2:2][CH2:3][CH2:4][CH2:5][CH2:6][CH2:7][CH2:8][CH2:9][CH2:10][CH2:11][CH2:12][CH2:13][CH2:14][CH2:15][CH3:16])(=[O:30])[CH3:29]. Reported procedure: 5 g of 1-hexadecyloxy-3-methylamino-propan-2-ol are dissolved in 30 cc. of anhydrous chloroform. At first 3 g of triethylamine and separately thereafter 2.4 g of acetylchloride are added dropwise with cooling and the mixture is stirred for 8 hours. The chloroform solution is washed with 2% hydrochloric acid and water, is evaporated and the residue is dissolved in 100 cc. of methanol. A solution of 0.6 g of sodium hydroxide in a little methanol is added to the methanol solution and the mixture is... Reactants: C(CCCCCCC)P(CCCCCCCC)CCCCCCCC (tri-n-octylphosphine), IC (iodomethane). The solvent is CCCCCC (hexane). Yields the product [I-].C(CCCCCCC)[P+](C)(CCCCCCCC)CCCCCCCC (tri-n-octylmethylphosphonium iodide). Yield: 80.0%. Reaction SMILES: [CH2:1]([P:9]([CH2:18][CH2:19][CH2:20][CH2:21][CH2:22][CH2:23][CH2:24][CH3:25])[CH2:10][CH2:11][CH2:12][CH2:13][CH2:14][CH2:15][CH2:16][CH3:17])[CH2:2][CH2:3][CH2:4][CH2:5][CH2:6][CH2:7][CH3:8].[I:26][CH3:27]>CCCCCC>[I-:26].[CH2:18]([P+:9]([CH2:1][CH2:2][CH2:3][CH2:4][CH2:5][CH2:6][CH2:7][CH3:8])([CH2:10][CH2:11][CH2:12][CH2:13][CH2:14][CH2:15][CH2:16][CH3:17])[CH3:27])[CH2:19][CH2:20][CH2:21][CH2:22][CH2:23][CH2:24][CH3:25] |f:3.4|. Procedure details: To 185 g (0.5 mol) of a commercially available tri-n-octylphosphine (product name: HISHICOLIN (registered trademark) P-8, manufactured by Nippon Chemical Industrial Co., Ltd.), 71 g (0.5 mol) of iodomethane (reagent, manufactured by Tokyo Chemical Industry Co., Ltd.) was added dropwise under a nitrogen atmosphere, and the mixture was reacted at 30 to 40° C. for 5 hours. After the reaction was completed, 100 ml of hexane was added to the reaction mixture to separate layers. The resulting liquid w... Reactants: COC(C1=CN=CC(=C1)Cl)=O (5-chloro-nicotinic acid methyl ester), [BH4-].[Na+] (sodium borohydride). Run in CO (methanol), C(Cl)Cl (DCM). Reaction conditions: time 18 hour. Product: ClC=1C=C(C=NC1)CO ((5-chloro-pyridin-3-yl)-methanol). Isolated yield 53.8%. Reaction SMILES: C[O:2][C:3](=O)[C:4]1[CH:9]=[C:8]([Cl:10])[CH:7]=[N:6][CH:5]=1.[BH4-].[Na+]>CO.C(Cl)Cl>[Cl:10][C:8]1[CH:9]=[C:4]([CH2:3][OH:2])[CH:5]=[N:6][CH:7]=1 |f:1.2|. Procedure details: To a solution of 5-chloro-nicotinic acid methyl ester (17.2 g, 101 mmol) in methanol (230 mL) and DCM (230 mL) at 0° C. was added sodium borohydride (16.4 g, 434 mmol). The reaction mixture was stirred at room temperature for 18 hours. After completion, the reaction mixture was concentrated under reduced pressure, diluted with water (300 mL) and extracted with AcOEt (3×300 mL). The combined organic layer was dried over sodium sulfate, filtered, and concentrated under reduced pressure. The residu... The reactants are S(O)(O)(=O)=O (sulfuric acid), ClC1=CC2=C(CC(C(N(C2)CCOC2OCCCC2)=O)C)C=C1 (8-chloro-4-methyl-2-[2-(tetrahydro-2H-pyran-2-yloxy)ethyl]-1,2,4,5-tetrahydro-3H-2-benzazepin-3-one). Run in ClCCl (dichloromethane). The product is ClC1=CC2=C(CC(C(N(C2)CCO)=O)C)C=C1 (8-Chloro-2-(2-hydroxyethyl)-4-methyl-1,2,4,5-tetrahydro-3H-2-benzazepin-3-one). Yield: 10.0%. As a reaction SMILES: S(=O)(=O)(O)O.[Cl:6][C:7]1[CH:28]=[CH:27][C:10]2[CH2:11][CH:12]([CH3:26])[C:13](=[O:25])[N:14]([CH2:16][CH2:17][O:18]C3CCCCO3)[CH2:15][C:9]=2[CH:8]=1>ClCCl>[Cl:6][C:7]1[CH:28]=[CH:27][C:10]2[CH2:11][CH:12]([CH3:26])[C:13](=[O:25])[N:14]([CH2:16][CH2:17][OH:18])[CH2:15][C:9]=2[CH:8]=1. Procedure details: 150 ml. of 20% sulfuric acid are added, with vigorous stirring, to a solution of 2.9 g. (0.0086 moles) of 8-chloro-4-methyl-2-[2-(tetrahydro-2H-pyran-2-yloxy)ethyl]-1,2,4,5-tetrahydro-3H-2-benzazepin-3-one in 50 ml. of dichloromethane. When the addition is complete, stirring is continued for 2 at room temperature. After decantation, the organic phase is washed neutral with water, dried over anhydrous sodium sulfate and then evaporated to dryness in vacuo. The solid residue is purified by chromat... Reactants: C(C)OC(CCC1=C(C=CC2=CC(=CC=C12)OCC(=O)OCC)OCCCCCOC1=C(C2=C(C(CCO2)=O)C=C1)CCC)=O (2-[[5-[(3,4-dihydro-4-oxo-8-propyl-2H-1-benzopyran-7-yl)oxy]pentyl]oxy]-6-(2-ethoxy-2oxoethoxy)-1-naphthalenepropanoic acid ethyl ester). Run in CCCCCC.C(C)(=O)OCC (hexane ethyl acetate). Yields the product C(=O)(O)COC=1C=C2C=CC(=C(C2=CC1)CCC(=O)O)OCCCCCOC1=C(C2=C(C(CCO2)=O)C=C1)CCC (6-(Carboxymethoxy)-2-[[5-[(3,4-dihydro-4-oxo-8-propyl-2H-1-benzopyran-7-yl)oxy]pentyl]oxy]-1-naphthalenepropanoic Acid). Isolated yield 52.4%. Reaction SMILES: C([O:3][C:4](=[O:45])[CH2:5][CH2:6][C:7]1[C:16]2[C:11](=[CH:12][C:13]([O:17][CH2:18][C:19]([O:21]CC)=[O:20])=[CH:14][CH:15]=2)[CH:10]=[CH:9][C:8]=1[O:24][CH2:25][CH2:26][CH2:27][CH2:28][CH2:29][O:30][C:31]1[CH:41]=[CH:40][C:34]2[C:35](=[O:39])[CH2:36][CH2:37][O:38][C:33]=2[C:32]=1[CH2:42][CH2:43][CH3:44])C>CCCCCC.C(OCC)(=O)C>[C:19]([CH2:18][O:17][C:13]1[CH:12]=[C:11]2[C:16](=[CH:15][CH:14]=1)[C:7]([CH2:6][CH2:5][C:4]([OH:45])=[O:3])=[C:8]([O:24][CH2:25][CH2:26][CH2:27][CH2:28][CH2:29][O:30][C:31]1[CH:41]=[CH:40][C:34]3[C:35](=[O:39])[CH2:36][CH2:37][O:38][C:33]=3[C:32]=1[CH2:42][CH2:43][CH3:44])[CH:9]=[CH:10]2)([OH:21])=[O:20] |f:1.2|. Procedure details: Starting with 0.736 g (1.19 mmol) of 2-[[5-[(3,4-dihydro-4-oxo-8-propyl-2H-1-benzopyran-7-yl)oxy]pentyl]oxy]-6-(2-ethoxy-2oxoethoxy)-1-naphthalenepropanoic acid ethyl ester from the preceding example, the title compound (0.352 g; 52.6%) was obtained as a white solid, mp 160.5°-163° C. (recrystallized from hexane-ethyl acetate), using the procedure of example 226. The reactants are O=C([O-])[O-], CCOC(=O)N1c2ccc(OC)nc2C(c2ncc(I)c(Cc3cc(C(F)(F)F)cc(C(F)(F)F)c3)n2)CC1(N)CC, CC(C)O, I[Cu]I, [K+], [K+], O, OCCO, OCCS. The product is CCOC(=O)N1c2ccc(OC)nc2C(c2ncc(SCCO)c(Cc3cc(C(F)(F)F)cc(C(F)(F)F)c3)n2)CC1(N)CC. RXN SMILES: [C:51](=[O:52])([O-:53])[O-:54].[CH2:1]([CH3:2])[O:3][C:4](=[O:5])[N:6]1[C:7]([CH2:40][CH3:41])([NH2:42])[CH2:8][CH:9]([c:18]2[n:19][cH:20][c:21]([I:39])[c:22]([CH2:24][c:25]3[cH:26][c:27]([C:35]([F:36])([F:37])[F:38])[cH:28][c:29]([C:31]([F:32])([F:33])[F:34])[cH:30]3)[n:23]2)[c:10]2[n:11][c:12]([O:16][CH3:17])[cH:13][cH:14][c:15]21.[CH:57]([OH:58])([CH3:59])[CH3:60].[Cu:61]([I:62])[I:63].[K+:55].[K+:56].[OH2:64].[OH:47][CH2:48][CH2:49][OH:50].[SH:43][CH2:44][CH2:45][OH:46]>>[CH2:1]([CH3:2])[O:3][C:4](=[O:5])[N:6]1[C:7]([CH2:40][CH3:41])([NH2:42])[CH2:8][CH:9]([c:18]2[n:19][cH:20][c:21]([S:43][CH2:44][CH2:45][OH:46])[c:22]([CH2:24][c:25]3[cH:26][c:27]([C:35]([F:36])([F:37])[F:38])[cH:28][c:29]([C:31]([F:32])([F:33])[F:34])[cH:30]3)[n:23]2)[c:10]2[n:11][c:12]([O:16][CH3:17])[cH:13][cH:14][c:15]21.